From a dataset of the Open Reaction Database (ORD), a public repository of structured organic reaction records. describe an organic reaction: reactants, conditions, products, and yield The reactants are C(CCCC)C1=CC=C(CN)C=C1 (4-pentylbenzylamine), COC(COC1=CC=C(C=C1)CN)=O (methyl[4-(aminomethyl)phenoxy]acetate), acetate salt, ClCC=1N=C(SC1)C1=CC=C(C(=O)Cl)C=C1 (4-[4-(chloromethyl)-1,3-thiazol-2-yl]benzoyl chloride), C1(=CC=CC=C1)CCC(=O)Cl (3-phenylpropanoyl chloride). The product is C(CCCC)C1=CC=C(CNC(=O)C2=CC=C(C=C2)C=2SC=C(N2)CN(C(CCC2=CC=CC=C2)=O)CC2=CC=C(OCC(=O)O)C=C2)C=C1 ((4-{[{[2-(4-{[(4-pentylbenzyl)amino]carbonyl}phenyl)-1,3-thiazol-4-yl]methyl}(3-phenylpropanoyl)amino]methyl}phenoxy)acetic acid). As a reaction SMILES: [CH2:1]([C:6]1[CH:13]=[CH:12][C:9]([CH2:10][NH2:11])=[CH:8][CH:7]=1)[CH2:2][CH2:3][CH2:4][CH3:5].Cl[CH2:15][C:16]1[N:17]=[C:18]([C:21]2[CH:29]=[CH:28][C:24]([C:25](Cl)=[O:26])=[CH:23][CH:22]=2)[S:19][CH:20]=1.[C:30]1([CH2:36][CH2:37][C:38](Cl)=[O:39])[CH:35]=[CH:34][CH:33]=[CH:32][CH:31]=1.C[O:42][C:43](=[O:54])[CH2:44][O:45][C:46]1[CH:51]=[CH:50][C:49]([CH2:52][NH2:53])=[CH:48][CH:47]=1>>[CH2:1]([C:6]1[CH:13]=[CH:12][C:9]([CH2:10][NH:11][C:25]([C:24]2[CH:28]=[CH:29][C:21]([C:18]3[S:19][CH:20]=[C:16]([CH2:15][N:53]([CH2:52][C:49]4[CH:50]=[CH:51][C:46]([O:45][CH2:44][C:43]([OH:54])=[O:42])=[CH:47][CH:48]=4)[C:38](=[O:39])[CH2:37][CH2:36][C:30]4[CH:35]=[CH:34][CH:33]=[CH:32][CH:31]=4)[N:17]=3)=[CH:22][CH:23]=2)=[O:26])=[CH:8][CH:7]=1)[CH2:2][CH2:3][CH2:4][CH3:5]. Procedure: The title compound was prepared following the procedure A using 4-pentylbenzylamine, 4-[4-(chloromethyl)-1,3-thiazol-2-yl]benzoyl chloride, 3-phenylpropanoyl chloride and methyl[4-(aminomethyl)phenoxy]acetate, acetate salt. M+(ESI): 690.2 The product is N#Cc1ncn(Cc2cc(C(F)(F)F)cc(C(F)(F)F)c2)c1N. Starting materials: NC(=O)c1ncn(Cc2cc(C(F)(F)F)cc(C(F)(F)F)c2)c1N, Cc1ccc(S(=O)(=O)Cl)cc1, c1ccncc1. RXN SMILES: [NH2:1][c:2]1[c:3]([C:22](=[O:23])[NH2:24])[n:4][cH:5][n:6]1[CH2:7][c:8]1[cH:9][c:10]([C:18]([F:19])([F:20])[F:21])[cH:11][c:12]([C:14]([F:15])([F:16])[F:17])[cH:13]1.[c:25]1([CH3:26])[cH:27][cH:28][c:29]([S:30]([Cl:31])(=[O:32])=[O:33])[cH:34][cH:35]1.[cH:36]1[cH:37][cH:38][n:39][cH:40][cH:41]1>>[NH2:1][c:2]1[c:3]([C:22]#[N:24])[n:4][cH:5][n:6]1[CH2:7][c:8]1[cH:9][c:10]([C:18]([F:19])([F:20])[F:21])[cH:11][c:12]([C:14]([F:15])([F:16])[F:17])[cH:13]1. Starting materials: CC(=O)O, [Fe], CC(C)CN(CC1CN(S(=O)(=O)c2ccc([N+](=O)[O-])s2)CCN1c1ncc(C(O)(C(F)(F)F)C(F)(F)F)cn1)S(C)(=O)=O, [Na+], O=C([O-])O. Product: CC(C)CN(CC1CN(S(=O)(=O)c2ccc(N)s2)CCN1c1ncc(C(O)(C(F)(F)F)C(F)(F)F)cn1)S(C)(=O)=O. Reaction SMILES: [CH3:50][C:51](=[O:52])[OH:53].[Fe:49].[N+:1]([O-:2])(=[O:3])[c:4]1[cH:5][cH:6][c:7]([S:9](=[O:10])(=[O:11])[N:12]2[CH2:13][CH:14]([CH2:34][N:35]([S:36](=[O:37])(=[O:38])[CH3:39])[CH2:40][CH:41]([CH3:42])[CH3:43])[N:15]([c:18]3[n:19][cH:20][c:21]([C:24]([C:25]([F:26])([F:27])[F:28])([C:29]([F:30])([F:31])[F:32])[OH:33])[cH:22][n:23]3)[CH2:16][CH2:17]2)[s:8]1.[Na+:48].[O-:44][C:45]([OH:46])=[O:47]>>[NH2:1][c:4]1[cH:5][cH:6][c:7]([S:9](=[O:10])(=[O:11])[N:12]2[CH2:13][CH:14]([CH2:34][N:35]([S:36](=[O:37])(=[O:38])[CH3:39])[CH2:40][CH:41]([CH3:42])[CH3:43])[N:15]([c:18]3[n:19][cH:20][c:21]([C:24]([C:25]([F:26])([F:27])[F:28])([C:29]([F:30])([F:31])[F:32])[OH:33])[cH:22][n:23]3)[CH2:16][CH2:17]2)[s:8]1. The reactants are ClC1=CC(=CC=C1)C(=O)OO (m-chloroperbenzoic acid), OC(C(OC1=CC=C(C#N)C=C1)(C)C)CC1=NC=CN=C1 (4-[2-hydroxy-1,1-dimethyl-3-(2-pyrazinyl)propoxy]benzonitrile), ClC1=CC(=CC=C1)C(=O)OO (m-chloroperbenzoic acid). Run in ClCCl (dichloromethane). Conditions: time 24 hour. Product: C(#N)C1=CC=C(OC(C(CC2=[N+](C=CN=C2)[O-])O)(C)C)C=C1 (2-[3-(4-cyanophenoxy)-2-hydroxy- 3-methylbutyl]-pyrazine 1-oxide). Yield: 30.4%. Reaction SMILES: ClC1C=CC=C(C(OO)=[O:9])C=1.[OH:12][CH:13]([CH2:26][C:27]1[CH:32]=[N:31][CH:30]=[CH:29][N:28]=1)[C:14]([CH3:25])([CH3:24])[O:15][C:16]1[CH:23]=[CH:22][C:19]([C:20]#[N:21])=[CH:18][CH:17]=1>ClCCl>[C:20]([C:19]1[CH:18]=[CH:17][C:16]([O:15][C:14]([CH3:24])([CH3:25])[CH:13]([OH:12])[CH2:26][C:27]2[CH:32]=[N:31][CH:30]=[CH:29][N+:28]=2[O-:9])=[CH:23][CH:22]=1)#[N:21]. Procedure details: 0.18 g of m-chloroperbenzoic acid was added to a stirred solution of 0.28 g of 4-[2-hydroxy-1,1-dimethyl-3-(2-pyrazinyl)propoxy]benzonitrile in 10 ml of dichloromethane. After 16 hours a further 36 mg of m-chloroperbenzoic acid were added and the mixture was stirred for 24 hours. The solvents were then removed by evaporation and the residue was chromatographed on silica gel using diethyl ether/methanol (95:5) for the elution to give 0.09 g of 2-[3-(4-cyanophenoxy)-2-hydroxy- 3-methylbutyl]-pyraz...